Dataset: the Open Reaction Database (ORD), a public repository of structured organic reaction records. Task: describe an organic reaction: reactants, conditions, products, and yield The reactants are CC(=O)C (acetone), C(CC(O)(C(=O)O)CC(=O)O)(=O)O (citric acid), ( a ), CC[C@@H]1[C@@]([C@@H]([C@H](N(C[C@@H](C[C@@]([C@@H]([C@H]([C@@H]([C@H](C(=O)O1)C)O[C@H]2C[C@@]([C@H]([C@@H](O2)C)O)(C)OC)C)O[C@H]3[C@@H]([C@H](C[C@H](O3)C)N(C)C)O)(C)O)C)C)C)O)(C)O (azithromycin), ( I ), N=O (6,9-imino ether), ( III ). The solvent is CO (methanol), [BH4-].[Na+] (NaBH4). The product is CC[C@@H]1[C@@]([C@@H]([C@H](NC[C@@H](C[C@@]([C@@H]([C@H]([C@@H]([C@H](C(=O)O1)C)O[C@H]2C[C@@]([C@H]([C@@H](O2)C)O)(C)OC)C)O[C@H]3[C@@H]([C@H](C[C@H](O3)C)N(C)C)O)(C)O)C)C)O)(C)O (9-deoxo-9a-aza-9a-homoerythromycin A), ( II ). As a reaction SMILES: [CH3:1][CH2:2][C@H:3]1[O:18][C:16](=[O:17])[C@H:15]([CH3:19])[C@@H:14]([O:20][C@@H:21]2[O:26][C@@H:25]([CH3:27])[C@H:24]([OH:28])[C@@:23]([O:30][CH3:31])([CH3:29])[CH2:22]2)[C@H:13]([CH3:32])[C@@H:12]([O:33][C@@H:34]2[O:39][C@H:38]([CH3:40])[CH2:37][C@H:36]([N:41]([CH3:43])[CH3:42])[C@H:35]2[OH:44])[C@@:11]([OH:46])([CH3:45])[CH2:10][C@@H:9]([CH3:47])[CH2:8][N:7](C)[C@H:6]([CH3:49])[C@@H:5]([OH:50])[C@@:4]1([OH:52])[CH3:51].N=O.CC(C)=O.C(O)(=O)CC(CC(O)=O)(C(O)=O)O>CO.[BH4-].[Na+]>[CH3:1][CH2:2][C@H:3]1[O:18][C:16](=[O:17])[C@H:15]([CH3:19])[C@@H:14]([O:20][C@@H:21]2[O:26][C@@H:25]([CH3:27])[C@H:24]([OH:28])[C@@:23]([O:30][CH3:31])([CH3:29])[CH2:22]2)[C@H:13]([CH3:32])[C@@H:12]([O:33][C@@H:34]2[O:39][C@H:38]([CH3:40])[CH2:37][C@H:36]([N:41]([CH3:43])[CH3:42])[C@H:35]2[OH:44])[C@@:11]([OH:46])([CH3:45])[CH2:10][C@@H:9]([CH3:47])[CH2:8][NH:7][C@H:6]([CH3:49])[C@@H:5]([OH:50])[C@@:4]1([OH:52])[CH3:51] |f:5.6|. Procedure details: In accordance with one aspect of the present invention, there is provided a method of preparing azithromycin of formula (I) comprising the steps of: (a) reducing 6,9-imino ether of formula (III) dissolved in methanol with 5 to 7 mole equivalents of NaBH4 at −20 to −10° C., treating the reaction mixture with an acidic aqueous acetone solution of citric acid, and adjusting the solution pH to 10.5 to 12.0 to obtain a crystalline hydrate of 9-deoxo-9a-aza-9a-homoerythromycin A of formula (II); and The reactants are BrC1=C(C=CC(=C1)F)S(=O)(=O)NC1=CC=C2C3C(COC2=C1C(=O)OC)C3 (methyl (1aRS,7bSR)-5-(2-bromo-4-fluorobenzenesulfonylamino)-1,1a,2,7b-tetrahydrocyclopropa[c]chromene-4-carboxylate), BrC1=C(C=CC(=C1)F)S(=O)(=O)NC1=CC=C2C3C(COC2=C1C(=O)OC)C3 (methyl (1aRS,7bSR)-5-(2-bromo-4-fluorobenzenesulfonylamino)-1,1a,2,7b-tetrahydrocyclopropa[c]chromene-4-carboxylate), [H-].[Na+] (sodium hydride), C([O-])(O)=O.[Na+] (sodium bicarbonate), ClC(=O)OC (methyl chloroformate), resultant solution, resultant mixture. Solvent: C1CCOC1 (THF), C1CCOC1 (THF). Product: BrC1=C(C=CC(=C1)F)S(=O)(=O)N(C(=O)OC)C1=CC=C2C3C(COC2=C1C(=O)OC)C3 (methyl (1aRS,7bSR)-5-[N-(2-bromo-4-fluorobenzenesulfonyl)-N-(methoxycarbonyl)amino]-1,1a,2,7b-tetrahydrocyclopropa-[c]chromene-4-carboxylate). Isolated yield 83.5%. Reaction SMILES: [Br:1][C:2]1[CH:7]=[C:6]([F:8])[CH:5]=[CH:4][C:3]=1[S:9]([NH:12][C:13]1[C:22]([C:23]([O:25][CH3:26])=[O:24])=[C:21]2[C:16]([CH:17]3[CH2:27][CH:18]3[CH2:19][O:20]2)=[CH:15][CH:14]=1)(=[O:11])=[O:10].[H-].[Na+].Cl[C:31]([O:33][CH3:34])=[O:32].C(=O)(O)[O-].[Na+]>C1COCC1>[Br:1][C:2]1[CH:7]=[C:6]([F:8])[CH:5]=[CH:4][C:3]=1[S:9]([N:12]([C:13]1[C:22]([C:23]([O:25][CH3:26])=[O:24])=[C:21]2[C:16]([CH:17]3[CH2:27][CH:18]3[CH2:19][O:20]2)=[CH:15][CH:14]=1)[C:31]([O:33][CH3:34])=[O:32])(=[O:10])=[O:11] |f:1.2,4.5|. Procedure: A solution of methyl (1aRS,7bSR)-5-(2-bromo-4-fluorobenzenesulfonylamino)-1,1a,2,7b-tetrahydrocyclopropa[c]chromene-4-carboxylate (Intermediate 41, 1.7 g) in THF (20 mL) was added to a suspension of sodium hydride (70% oil dispersion, 0.2 g) in THF (10 mL). The resultant solution was stirred for 30 minutes then methyl chloroformate (0.53 g) was added. The resultant mixture was stirred at room temperature overnight. Saturated aqueous sodium bicarbonate was added and the mixture was extracted with... Starting materials: CC1(C(F)(F)F)CNc2cc(S(=O)(=O)c3ccccc3)ccc2O1, CS(C)=O, [Cl-], [O-][n+]1ccccc1Cl, Cl, [H-], [Na+], [Na+], [Na+], [OH-]. Yields the product CC1(C(F)(F)F)CN(c2cccc[n+]2[O-])c2cc(S(=O)(=O)c3ccccc3)ccc2O1. As a reaction SMILES: [CH3:1][C:2]1([C:21]([F:22])([F:23])[F:24])[O:3][c:4]2[c:5]([cH:8][c:9]([S:12](=[O:13])(=[O:14])[c:15]3[cH:16][cH:17][cH:18][cH:19][cH:20]3)[cH:10][cH:11]2)[NH:6][CH2:7]1.[CH3:40][S:41]([CH3:42])=[O:43].[Cl-:39].[Cl:25][c:26]1[n+:27]([O-:32])[cH:28][cH:29][cH:30][cH:31]1.[ClH:33].[H-:34].[Na+:35].[Na+:37].[Na+:38].[OH-:36]>>[CH3:1][C:2]1([C:21]([F:22])([F:23])[F:24])[O:3][c:4]2[c:5]([cH:8][c:9]([S:12](=[O:13])(=[O:14])[c:15]3[cH:16][cH:17][cH:18][cH:19][cH:20]3)[cH:10][cH:11]2)[N:6]([c:26]2[n+:27]([O-:32])[cH:28][cH:29][cH:30][cH:31]2)[CH2:7]1. Reactants: [N+](=O)(O)[O-].N=1CCN2C1SC1=C2C=CC=C1 (2,3-dihydroimidazo[2,1-b]benzothiazole mononitrate), S(O)(O)(=O)=O (sulfuric acid), [OH-].[NH4+] (ammonium hydroxide). Run at time 30 minute. Product: [N+](=O)([O-])C1=CC2=C(N3C(S2)=NCC3)C=C1 (2,3-dihydro-7-nitroimidazol[2,1-b]benzothiazole). Isolated yield 80.0%. RXN SMILES: [N+:1]([O-:4])(O)=[O:2].[N:5]1[CH2:6][CH2:7][N:8]2[C:12]3[CH:13]=[CH:14][CH:15]=[CH:16][C:11]=3[S:10][C:9]=12.S(=O)(=O)(O)O.[OH-].[NH4+]>>[N+:1]([C:15]1[CH:14]=[CH:13][C:12]2[N:8]3[CH2:7][CH2:6][N:5]=[C:9]3[S:10][C:11]=2[CH:16]=1)([O-:4])=[O:2] |f:0.1,3.4|. Procedure: 10 Parts of 2,3-dihydroimidazo[2,1-b]benzothiazole mononitrate are added portionwise to 55.2 parts of concentrated sulfuric acid at 0° C. Upon completion, stirring is continued for 30 minutes at room temperature. The reaction mixture is poured onto crushed ice and the whole is alkalized with ammonium hydroxide at a temperature below 20° C. The product is extracted with a mixture of trichloromethane and methanol (90:10 by volume). The extract is washed with water, dried, filtered and evaporated. ... The reactants are [OH-].[Na+] (NaOH), FC1=C(C#N)C=CC(=C1)O (2-fluoro-4-hydroxybenzonitrile), ClC(C#C)(C)C (3-chloro-3,3-dimethylpropyn), [OH-].C(C1=CC=CC=C1)[N+](C)(C)C (benzyl-trimethylammonium hydroxide). The solvent is O (water), C(Cl)Cl (methylene chloride). Run at time 3 day. The product is CC(C#C)(OC1=CC(=C(C#N)C=C1)F)C (4-(1,1-Dimethyl-2-propynyloxy)-2-fluorobenzonitrile). RXN SMILES: [F:1][C:2]1[CH:9]=[C:8]([OH:10])[CH:7]=[CH:6][C:3]=1[C:4]#[N:5].Cl[C:12]([CH3:16])([CH3:15])[C:13]#[CH:14].[OH-].C([N+](C)(C)C)C1C=CC=CC=1.[OH-].[Na+]>C(Cl)Cl.O>[CH3:15][C:12]([CH3:16])([O:10][C:8]1[CH:7]=[CH:6][C:3]([C:4]#[N:5])=[C:2]([F:1])[CH:9]=1)[C:13]#[CH:14] |f:2.3,4.5|. Procedure: 10 g (0.072 M) of 2-fluoro-4-hydroxybenzonitrile, 0.072 M of 3-chloro-3,3-dimethylpropyn and 15 g (equivalent to 16.3 ml or 0.036 M) of benzyl-trimethylammonium hydroxide (40% strength in methanol) are suspended in 80 ml of methylene chloride, a solution of 4.32 g (0.108 M) of NaOH in 80 ml of water is added, and the mixture is stirred at room temperature for 3 days. The phases are separated, and the aqueous phase is extracted several times with methylene chloride. The organic solution is washed... Starting materials: CC1=C(C=CC(=C1)[N+](=O)[O-])N=C1NC2(CS1)CCCC2 (2-(2-methyl-4-nitrophenylimino)-3-thia-1-azaspiro[4.4]nonane), BrCCC1OCCCO1 (2-(2-bromoethyl)-1,3-dioxane). Yields the product CC1=C(C=CC(=C1)[N+](=O)[O-])N=C1N(C2(CS1)CCCC2)CCC2OCCCO2 (2-(2-methyl-4-nitrophenylimino)-1-(2-(1,3-dioxan-2-yl)ethyl)-3-thia-1-azaspiro[4.4]nonane). As a reaction SMILES: [CH3:1][C:2]1[CH:7]=[C:6]([N+:8]([O-:10])=[O:9])[CH:5]=[CH:4][C:3]=1[N:11]=[C:12]1[S:16][CH2:15][C:14]2([CH2:20][CH2:19][CH2:18][CH2:17]2)[NH:13]1.Br[CH2:22][CH2:23][CH:24]1[O:29][CH2:28][CH2:27][CH2:26][O:25]1>>[CH3:1][C:2]1[CH:7]=[C:6]([N+:8]([O-:10])=[O:9])[CH:5]=[CH:4][C:3]=1[N:11]=[C:12]1[S:16][CH2:15][C:14]2([CH2:17][CH2:18][CH2:19][CH2:20]2)[N:13]1[CH2:22][CH2:23][CH:24]1[O:29][CH2:28][CH2:27][CH2:26][O:25]1. Reported procedure: 1-Hydroxymethylcyclopentanamine was prepared according to Method B1c. The 2-hydroxyethylamine was converted to 1-chloromethylcyclopentanamine HCl salt according to Method B7e. 1-Chloromethylcyclopentanamine HCl salt was reacted with 2-methyl-4-nitrophenyl isothiocyanate according to Method C1e to give 2-(2-methyl-4-nitrophenylimino)-3-thia-1-azaspiro[4.4]nonane. The thiazolidine was reacted with 2-(2-bromoethyl)-1,3-dioxane according to Method D2e to give 2-(2-methyl-4-nitrophenylimino)-1-(2-(1,...